From a dataset of the Open Reaction Database (ORD), a public repository of structured organic reaction records. describe an organic reaction: reactants, conditions, products, and yield Reactants: C(C)C(=O)Cl.C(Cl)Cl (C2H5COCl DCM), N1(C=NC=C1)C1=CC=C(C=C1)C1=CC=C(N1C1=C(C=C(C=C1)N)C)CCC(=O)O (3-(5-(4-(1H-imidazol-1-yl)phenyl)-1-(4-amino-2-methylphenyl)-1H-pyrrol-2-yl)propanoic acid). Run in N1=CC=CC=C1 (pyridine), N1=CC=CC=C1 (pyridine). Run at time 8 hour. Yields the product N1(C=NC=C1)C1=CC=C(C=C1)C1=CC=C(N1C1=C(C=C(C=C1)NC(CC)=O)C)CCC(=O)O (3-(5-(4-(1H-imidazol-1-yl)phenyl)-1-(2-methyl-4-propionamidophenyl)-1H-pyrrol-2-yl)propanoic acid). Reaction SMILES: [CH2:1]([C:3](Cl)=[O:4])[CH3:2].C(Cl)Cl.[N:9]1([C:14]2[CH:19]=[CH:18][C:17]([C:20]3[N:24]([C:25]4[CH:30]=[CH:29][C:28]([NH2:31])=[CH:27][C:26]=4[CH3:32])[C:23]([CH2:33][CH2:34][C:35]([OH:37])=[O:36])=[CH:22][CH:21]=3)=[CH:16][CH:15]=2)[CH:13]=[CH:12][N:11]=[CH:10]1>N1C=CC=CC=1>[N:9]1([C:14]2[CH:15]=[CH:16][C:17]([C:20]3[N:24]([C:25]4[CH:30]=[CH:29][C:28]([NH:31][C:3](=[O:4])[CH2:1][CH3:2])=[CH:27][C:26]=4[CH3:32])[C:23]([CH2:33][CH2:34][C:35]([OH:37])=[O:36])=[CH:22][CH:21]=3)=[CH:18][CH:19]=2)[CH:13]=[CH:12][N:11]=[CH:10]1 |f:0.1|. Procedure details: To a solution of pyridine (1 mL) and C2H5COCl/DCM (v/v=1/100, 4.2 mL) was added a solution of 20B (see scheme 20) (150 mg, 0.389 mmol) in pyridine (1 mL) at 0° C. The mixture was stirred at room temperature overnight. The solvents were removed under reduced pressure and the resulting solid was acidified with 10% hydrochloric acid to pH=5.0. The resulting precipitate was isolated by centrifuge, rinsed with water, dried under reduced pressure to afford the crude product as a brown powder, After pu... The reactants are C(C(=O)O)(=O)O.COC1=C2CC(COC2=CC=C1)NCCCCC1C(NC(C12CCCCC2)=O)=O ((4-[N-(5-METHOXY-3-CHROMANYL)AMINO]BUTYL}2,4-DIOXO-3-AZASPIRO[4.5]DECANE OXALATE), COC1=C2CC(COC2=CC=C1)NCCCCN1C(CC2(C1=O)CCCCC2)=O ((-)-3-{4-[N-(5-METHOXY-3-CHROMANYL)AMINO]BUTYL}-2,4-DIOXO-3-AZASPIRO[4.5]DECANE). Product: C(C(=O)O)(=O)O.C(CC)N(C1COC2=CC=CC(=C2C1)OC)CCCCN1C(CC2(C1=O)CCCCC2)=O ((-)-3-{4-[N-n-PROPYL-N-(5-METHOXY-3-CHROMANYL)AMINO]BUTYL}-2,4-DIOXO-3-AZASPIRO[4.5]DECANE OXALATE). Reaction SMILES: [C:1]([OH:6])(=[O:5])[C:2]([OH:4])=[O:3].CO[C:9]1[CH:18]=CC=C2[C:10]=1CC(NCCCCC1C3(CCCCC3)C(=O)NC1=O)CO2.[CH3:36][O:37][C:38]1[CH:47]=[CH:46][CH:45]=[C:44]2[C:39]=1[CH2:40][CH:41]([NH:48][CH2:49][CH2:50][CH2:51][CH2:52][N:53]1[C:57](=[O:58])[C:56]3([CH2:63][CH2:62][CH2:61][CH2:60][CH2:59]3)[CH2:55][C:54]1=[O:64])[CH2:42][O:43]2>>[C:1]([OH:6])(=[O:5])[C:2]([OH:4])=[O:3].[CH2:10]([N:48]([CH2:49][CH2:50][CH2:51][CH2:52][N:53]1[C:57](=[O:58])[C:56]2([CH2:63][CH2:62][CH2:61][CH2:60][CH2:59]2)[CH2:55][C:54]1=[O:64])[CH:41]1[CH2:40][C:39]2[C:44](=[CH:45][CH:46]=[CH:47][C:38]=2[O:37][CH3:36])[O:43][CH2:42]1)[CH2:9][CH3:18] |f:0.1,3.4|. Procedure details: Using the procedure described in Example 29, but replacing the compound of Example 28 by the compound of Example 30, the product of the title is obtained. Reactants: CN(C(=O)OC1=C(C=C(C=O)C=C1)OC)C (4-(dimethylaminocarbonyloxy)-3-(methoxy)benzaldehyde), COC=1C=C2CCNCC2=CC1OC (6,7-dimethoxytetrahydroisoquinoline), C(C)(=O)O[BH-](OC(C)=O)OC(C)=O.[Na+] (sodium triacetoxyborohydride). Run in ClCCCl (1,2-dichloroethane). The product is CN(C(=O)OC1=C(C=C(C=C1)CN1CC2=CC(=C(C=C2CC1)OC)OC)OC)C (2-[4-(Dimethylaminocarbonyloxy)-3-(methoxy)phenylmethyl]-6,7-dimethoxy-1,2,3,4-tetrahydroisoquinoline). As a reaction SMILES: [CH3:1][N:2]([CH3:16])[C:3]([O:5][C:6]1[CH:13]=[CH:12][C:9]([CH:10]=O)=[CH:8][C:7]=1[O:14][CH3:15])=[O:4].[CH3:17][O:18][C:19]1[CH:20]=[C:21]2[C:26](=[CH:27][C:28]=1[O:29][CH3:30])[CH2:25][NH:24][CH2:23][CH2:22]2.C(O[BH-](OC(=O)C)OC(=O)C)(=O)C.[Na+]>ClCCCl>[CH3:1][N:2]([CH3:16])[C:3]([O:5][C:6]1[CH:13]=[CH:12][C:9]([CH2:10][N:24]2[CH2:23][CH2:22][C:21]3[C:26](=[CH:27][C:28]([O:29][CH3:30])=[C:19]([O:18][CH3:17])[CH:20]=3)[CH2:25]2)=[CH:8][C:7]=1[O:14][CH3:15])=[O:4] |f:2.3|. Reported procedure: To a solution of 4-(dimethylaminocarbonyloxy)-3-(methoxy)benzaldehyde (1.02 g) in 1,2-dichloroethane (16 ml) was added 6,7-dimethoxytetrahydroisoquinoline(0.97 g) and sodium triacetoxyborohydride (1.35 g), with stirring. The mixture was stirred at ambient temperature for 1 hr, poured onto ice/sodium carbonate solution and extracted with ethyl acetate. The extracts were washed with water, saturated sodium chloride solution, dried over anhydrous sodium sulfate, filtered, and the filtrate was conce... Reactants: C1=CC=CC=C1 (benzene), C(C=C)(=O)OCC (ethyl acrylate), H7PMo8V4O40, C(C)(=O)[O-].[Na+] (sodium acetate), C(C)(=O)CC(C)=O (acetylacetone), C(CC)(=O)O (propionic acid), C(C=CC1=CC=CC=C1)(=O)OCC (ethyl cinnamate), O=O (oxygen). The reagents and catalysts are C(C)(=O)[O-].[Pd+2].C(C)(=O)[O-] (palladium(II) acetate). Product: C1(=CC=CC=C1)C(=CC(=O)OCC)C1=CC=CC=C1 (ethyl 3,3-diphenylacrylate). As a reaction SMILES: [CH:1]1[CH:6]=[CH:5][CH:4]=[CH:3][CH:2]=1.C(OCC)(=O)C=C.C([O-])(=O)C.[Na+].C(CC(=O)C)(=O)C.C(O)(=O)CC.O=O.[C:33]([O:43][CH2:44][CH3:45])(=[O:42])[CH:34]=[CH:35][C:36]1[CH:41]=[CH:40][CH:39]=[CH:38][CH:37]=1>C([O-])(=O)C.[Pd+2].C([O-])(=O)C>[C:1]1([C:35]([C:36]2[CH:37]=[CH:38][CH:39]=[CH:40][CH:41]=2)=[CH:34][C:33]([O:43][CH2:44][CH3:45])=[O:42])[CH:6]=[CH:5][CH:4]=[CH:3][CH:2]=1 |f:2.3,8.9.10|. Reported procedure: In a flask, 30 mmol of benzene, 1.5 mmol of ethyl acrylate, 0.1 mmol of palladium(II) acetate, 0.02 mmol of H7PMo8V4O40, 0.08 mmol of sodium acetate, 0.1 mmol of acetylacetone, and 5 ml of propionic acid were placed and were stirred at a constant temperature of 90° C. in an atmosphere of oxygen gas at 1 atm (0.1 MPa) for 3 hours. The resulting reaction mixture was analyzed by gas chromatography to find that ethyl cinnamate and ethyl 3,3-diphenylacrylate were produced in yields of 72%, and 10%, r... Starting materials: CCCCOn1c(C(=O)O)c(-c2ccccc2)c2cc(Cl)ccc2c1=O, O=C(Cl)C(=O)Cl, CN(C)C=O. The product is CCCCOn1c(C(=O)Cl)c(-c2ccccc2)c2cc(Cl)ccc2c1=O. As a reaction SMILES: [CH2:1]([CH2:2][CH2:3][CH3:4])[O:5][n:6]1[c:7](=[O:26])[c:8]2[cH:9][cH:10][c:11]([Cl:25])[cH:12][c:13]2[c:14](-[c:19]2[cH:20][cH:21][cH:22][cH:23][cH:24]2)[c:15]1[C:16](=[O:17])[OH:18].[Cl:27][C:28]([C:29]([Cl:30])=[O:31])=[O:32].[O:33]=[CH:34][N:35]([CH3:36])[CH3:37]>>[CH2:1]([CH2:2][CH2:3][CH3:4])[O:5][n:6]1[c:7](=[O:26])[c:8]2[cH:9][cH:10][c:11]([Cl:25])[cH:12][c:13]2[c:14](-[c:19]2[cH:20][cH:21][cH:22][cH:23][cH:24]2)[c:15]1[C:16](=[O:17])[Cl:27]. Reactants: C(C)(C)(C)C=1C=C(C=CC(=O)O)C=C(C1O)C(C)(C)C (3,5-di-t-butyl-4-hydroxycinnamic acid), C(C)OC(=O)CSCCNCCCC (N-ethoxycarbonylmethylthioethyl-n-butylamine), Cl.C(C)N=C=NCCCN(C)C (1-ethyl-3-(3-dimethylaminopropyl)carbodiimide hydrochloride), ClCCl (dichloromethane). The solvent is O (water). Run at time 3 hour. Yields the product C(C)OC(=O)CSCCN(C(C=CC1=CC=CC=C1)=O)CCCC (N-ethoxycarbonylmethylthioethyl-N-n-butylcinnamamide). Yield: 105.0%. Reaction SMILES: C([C:5]1[CH:6]=[C:7]([CH:13]=[C:14](C(C)(C)C)[C:15]=1O)[CH:8]=[CH:9][C:10]([OH:12])=O)(C)(C)C.[CH2:21]([O:23][C:24]([CH2:26][S:27][CH2:28][CH2:29][NH:30][CH2:31][CH2:32][CH2:33][CH3:34])=[O:25])[CH3:22].Cl.C(N=C=NCCCN(C)C)C.ClCCl>O>[CH2:21]([O:23][C:24]([CH2:26][S:27][CH2:28][CH2:29][N:30]([CH2:31][CH2:32][CH2:33][CH3:34])[C:10](=[O:12])[CH:9]=[CH:8][C:7]1[CH:6]=[CH:5][CH:15]=[CH:14][CH:13]=1)=[O:25])[CH3:22] |f:2.3|. Procedure: First, 5.53 g of 3,5-di-t-butyl-4-hydroxycinnamic acid, 4.4 g of N-ethoxycarbonylmethylthioethyl-n-butylamine, and 4.0 g of 1-ethyl-3-(3-dimethylaminopropyl)carbodiimide hydrochloride (WSC) were added to 100 ml of dichloromethane and the mixture was agitated for 3 hours at room temperature. Then, this reaction mixture was poured into water, and after chloroform extraction the chloroform layer was dehydrated with anhydrous sodium sulfate and the solvent was distilled off under reduced pressure. T... The reactants are CC(C)=CCCC(C)CCBr, CO, O=[N+]([O-])c1ccc(S)cc1, [Na]. The product is CC(C)=CCCC(C)CCSc1ccc([N+](=O)[O-])cc1. RXN SMILES: [CH3:12][CH:13]([CH2:14][CH2:15][Br:16])[CH2:17][CH2:18][CH:19]=[C:20]([CH3:21])[CH3:22].[CH3:23][OH:24].[N+:2](=[O:3])([O-:4])[c:5]1[cH:6][cH:7][c:8]([SH:11])[cH:9][cH:10]1.[Na:1]>>[N+:2](=[O:3])([O-:4])[c:5]1[cH:6][cH:7][c:8]([S:11][CH2:15][CH2:14][CH:13]([CH3:12])[CH2:17][CH2:18][CH:19]=[C:20]([CH3:21])[CH3:22])[cH:9][cH:10]1. Reactants: COC=1C=C(C=C(C1OC)OC)C=1OC=CC1 (2-(3,4,5-trimethoxyphenyl)furan), C1(CC1)C1=NN=C(O1)C1=CC=C(C=C1)C(C(=O)N(C)OC)OC (2-(4-(5-cyclopropyl-1,3,4-oxadiazol-2-yl)phenyl)-N,2-dimethoxy-N-methylacetamide). Product: C1(CC1)C1=NN=C(O1)C1=CC=C(C=C1)C(C(=O)C=1OC(=CC1)C1=CC(=C(C(=C1)OC)OC)OC)OC (2-(4-(5-Cyclopropyl-1,3,4-oxadiazol-2-yl)phenyl)-2-methoxy-1-(5-(3,4,5-trimethoxyphenyl)furan-2-yl)ethanone), product. Yield: 42.0%. As a reaction SMILES: [CH3:1][O:2][C:3]1[CH:4]=[C:5]([C:13]2[O:14][CH:15]=[CH:16][CH:17]=2)[CH:6]=[C:7]([O:11][CH3:12])[C:8]=1[O:9][CH3:10].[CH:18]1([C:21]2[O:25][C:24]([C:26]3[CH:31]=[CH:30][C:29]([CH:32]([O:39][CH3:40])[C:33](N(OC)C)=[O:34])=[CH:28][CH:27]=3)=[N:23][N:22]=2)[CH2:20][CH2:19]1>>[CH:18]1([C:21]2[O:25][C:24]([C:26]3[CH:31]=[CH:30][C:29]([CH:32]([O:39][CH3:40])[C:33]([C:15]4[O:14][C:13]([C:5]5[CH:6]=[C:7]([O:11][CH3:12])[C:8]([O:9][CH3:10])=[C:3]([O:2][CH3:1])[CH:4]=5)=[CH:17][CH:16]=4)=[O:34])=[CH:28][CH:27]=3)=[N:23][N:22]=2)[CH2:19][CH2:20]1. Procedure details: 2-(4-(5-Cyclopropyl-1,3,4-oxadiazol-2-yl)phenyl)-2-methoxy-1-(5-(3,4,5-trimethoxyphenyl)furan-2-yl)ethanone was prepared from 2-(3,4,5-trimethoxyphenyl)furan and 2-(4-(5-cyclopropyl-1,3,4-oxadiazol-2-yl)phenyl)-N,2-dimethoxy-N-methylacetamide according to the procedure used in Example 30. Purification by chromatography (60% EtOAc-hexanes) gave the product as a pale yellow solid (0.129 g, 42% yield). MS: m/z 491.1 [M+H]+.